From a dataset of the Open Reaction Database (ORD), a public repository of structured organic reaction records. describe an organic reaction: reactants, conditions, products, and yield Reactants: O=C([O-])[O-], CCOC(=O)N1CC2CCN(C)C2C1, Cl, [K+], [K+]. Yields the product CN1CCC2CNCC21. As a reaction SMILES: [C:15](=[O:16])([O-:17])[O-:18].[CH3:1][N:2]1[CH:3]2[CH2:4][N:5]([C:10]([O:11][CH2:12][CH3:13])=[O:14])[CH2:6][CH:7]2[CH2:8][CH2:9]1.[ClH:21].[K+:19].[K+:20]>>[CH3:1][N:2]1[CH:3]2[CH2:4][NH:5][CH2:6][CH:7]2[CH2:8][CH2:9]1.